This data is from the Open Reaction Database (ORD), a public repository of structured organic reaction records. The task is: describe an organic reaction: reactants, conditions, products, and yield Reactants: C1CCOC1, CCO, CCOC(=O)C=Cc1ccc(Oc2c(-c3ccccc3)c(C3CC3)cc3cc(OC)ccc23)cc1, [Na+], [OH-]. Yields the product COc1ccc2c(Oc3ccc(C=CC(=O)O)cc3)c(-c3ccccc3)c(C3CC3)cc2c1. As a reaction SMILES: [CH2:38]1[O:39][CH2:40][CH2:41][CH2:42]1.[CH3:43][CH2:44][OH:45].[CH:1]1([c:4]2[c:5](-[c:30]3[cH:31][cH:32][cH:33][cH:34][cH:35]3)[c:6]([O:16][c:17]3[cH:18][cH:19][c:20]([CH:23]=[CH:24][C:25](=[O:26])[O:27][CH2:28][CH3:29])[cH:21][cH:22]3)[c:7]3[cH:8][cH:9][c:10]([O:14][CH3:15])[cH:11][c:12]3[cH:13]2)[CH2:2][CH2:3]1.[Na+:37].[OH-:36]>>[CH:1]1([c:4]2[c:5](-[c:30]3[cH:31][cH:32][cH:33][cH:34][cH:35]3)[c:6]([O:16][c:17]3[cH:18][cH:19][c:20]([CH:23]=[CH:24][C:25](=[O:26])[OH:27])[cH:21][cH:22]3)[c:7]3[cH:8][cH:9][c:10]([O:14][CH3:15])[cH:11][c:12]3[cH:13]2)[CH2:2][CH2:3]1. Starting materials: CC(=O)OC(C)=O, Cc1ncccc1C(O)C1CCc2c(C)c3ccccc3n2C1=O, c1ccncc1. As a reaction SMILES: [CH3:1][C:2]([O:3][C:4](=[O:5])[CH3:6])=[O:7].[OH:8][CH:9]([CH:10]1[CH2:11][CH2:12][c:13]2[n:14]([c:15]3[cH:16][cH:17][cH:18][cH:19][c:20]3[c:21]2[CH3:22])[C:23]1=[O:24])[c:25]1[c:26]([CH3:31])[n:27][cH:28][cH:29][cH:30]1.[cH:32]1[cH:33][cH:34][n:35][cH:36][cH:37]1>>[CH:9](=[C:10]1[CH2:11][CH2:12][c:13]2[n:14]([c:15]3[cH:16][cH:17][cH:18][cH:19][c:20]3[c:21]2[CH3:22])[C:23]1=[O:24])[c:25]1[c:26]([CH3:31])[n:27][cH:28][cH:29][cH:30]1. Yields the product Cc1ncccc1C=C1CCc2c(C)c3ccccc3n2C1=O. The reactants are CCOc1c(Nc2cccnc2)c(=O)c1=O, CCO, NCCCCCCOc1ccc(CN2CCOCC2)cc1. The product is O=c1c(NCCCCCCOc2ccc(CN3CCOCC3)cc2)c(Nc2cccnc2)c1=O. As a reaction SMILES: [CH2:1]([O:2][c:4]1[c:5](=[O:16])[c:6](=[O:15])[c:7]1[NH:8][c:9]1[cH:10][n:11][cH:12][cH:13][cH:14]1)[CH3:3].[CH3:38][CH2:39][OH:40].[O:17]1[CH2:18][CH2:19][N:20]([CH2:23][c:24]2[cH:25][cH:26][c:27]([O:28][CH2:29][CH2:30][CH2:31][CH2:32][CH2:33][CH2:34][NH2:35])[cH:36][cH:37]2)[CH2:21][CH2:22]1>>[c:4]1([NH:35][CH2:34][CH2:33][CH2:32][CH2:31][CH2:30][CH2:29][O:28][c:27]2[cH:26][cH:25][c:24]([CH2:23][N:20]3[CH2:19][CH2:18][O:17][CH2:22][CH2:21]3)[cH:37][cH:36]2)[c:5](=[O:16])[c:6](=[O:15])[c:7]1[NH:8][c:9]1[cH:10][n:11][cH:12][cH:13][cH:14]1. Starting materials: C([O-])([O-])=O.[Na+].[Na+] (sodium carbonate), C(#N)C=1C=C(C=CC1F)B(O)O (3-cyano-4-fluoro phenylboronic acid), bis(diphenylsphosphino-ferrocene)-dichloropalladium (II), ClCCl (dichloromethane), BrC1=CN=C2N1N=C(C=C2)N2C(CCC2)C2=C(C=CC(=C2)C)C (3-bromo-6-(2-(2,5-dimethylphenyl)pyrrolidin-1-yl)imidazo[1,2-b]pyridazine). Reagents/catalysts: Pd(DPPF)-dichloride. The solvent is O1CCOCC1.O (1,4-dioxane water). The product is CC1=C(C=C(C=C1)C)C1N(CCC1)C=1C=CC=2N(N1)C(=CN2)C=2C=CC(=C(C#N)C2)F (5-(6-(2-(2,5-dimethylphenyl)pyrrolidin-1-yl)imidazo[1,2-b]pyridazin-3-yl)-2-fluorobenzonitrile). Reaction SMILES: C(=O)([O-])[O-].[Na+].[Na+].[C:7]([C:9]1[CH:10]=[C:11](B(O)O)[CH:12]=[CH:13][C:14]=1[F:15])#[N:8].ClCCl.Br[C:23]1[N:27]2[N:28]=[C:29]([N:32]3[CH2:36][CH2:35][CH2:34][CH:33]3[C:37]3[CH:42]=[C:41]([CH3:43])[CH:40]=[CH:39][C:38]=3[CH3:44])[CH:30]=[CH:31][C:26]2=[N:25][CH:24]=1>O1CCOCC1.O>[CH3:44][C:38]1[CH:39]=[CH:40][C:41]([CH3:43])=[CH:42][C:37]=1[CH:33]1[CH2:34][CH2:35][CH2:36][N:32]1[C:29]1[CH:30]=[CH:31][C:26]2[N:27]([C:23]([C:11]3[CH:12]=[CH:13][C:14]([F:15])=[C:9]([CH:10]=3)[C:7]#[N:8])=[CH:24][N:25]=2)[N:28]=1 |f:0.1.2,6.7|. Reported procedure: In step 4-2, sodium carbonate (30 mg, 0.30 mmol), 3-cyano-4-fluoro phenylboronic acid (30 mg, 0.24 mmol) and Pd(DPPF)-dichloride catalyst (1,1′ bis(diphenylsphosphino-ferrocene)-dichloropalladium (II) adduct with dichloromethane) (10 mg, 0.012 mmol) was added into in a microwave vessel containing a solution of 3-bromo-6-(2-(2,5-dimethylphenyl)pyrrolidin-1-yl)imidazo[1,2-b]pyridazine (50 mg, 0.13 mmol) and 2.5 mL of 1,4-dioxane/water (3:1). The reaction mixture was subjected to the following micr... Starting materials: C(C)(C)(C)OC(=O)N1C(C2C(C2C1=O)C(=O)[O-])C(=O)[O-] (3-tert-butoxycarbonyl-4-oxo-3-azabicyclo[3.1.0]hexane-2,6-dicarboxylate), C(C1=CC=CC=C1)N (benzylamine). Reagents/catalysts: [C-]#N.[K+] (potassium cyanide). The solvent is C1CCOC1 (THF). Conditions: time 8 hour. The product is C(=O)(O)C1C(C1C(=O)NCC1=CC=CC=C1)C(N)C(=O)O (2-[2′-carboxy-3′-(phenylmethylaminocarbonyl)cyclopropyl]glycine). Yield: 117.8%. Reaction SMILES: C(OC([N:8]1[C:13](=[O:14])[CH:12]2[CH:10]([CH:11]2[C:15]([O-:17])=[O:16])[CH:9]1[C:18]([O-:20])=[O:19])=O)(C)(C)C.[CH2:21]([NH2:28])[C:22]1[CH:27]=[CH:26][CH:25]=[CH:24][CH:23]=1>C1COCC1.[C-]#N.[K+]>[C:15]([CH:11]1[CH:12]([C:13]([NH:28][CH2:21][C:22]2[CH:27]=[CH:26][CH:25]=[CH:24][CH:23]=2)=[O:14])[CH:10]1[CH:9]([C:18]([OH:20])=[O:19])[NH2:8])([OH:17])=[O:16] |f:3.4|. Reported procedure: To a solution of ethyl (1SR, 2 SR, 5RS, 6RS) 3-tert-butoxycarbonyl-4-oxo-3-azabicyclo[3.1.0]hexane-2,6-dicarboxylate (307 mg, 0.9 mmol) in dry THF (7 mL) under argon was added benzylamine (590 μL, 5.4 mmol) and potassium cyanide (3 mg, 0.05 mmol). After stirring overnight in an ultrasonic bath, the solvent was removed under reduced pressure. The residue was directly purified by flash chromatography (hexane/ethyl acetate 3/1) to give 310 mg of the desired compound (80% yield).